This data is from the Open Reaction Database (ORD), a public repository of structured organic reaction records. The task is: describe an organic reaction: reactants, conditions, products, and yield Starting materials: FC1=CC(=C(C#N)C=C1)N1N=CN=C1CO (4-fluoro-2-(5-hydroxymethyl-[1,2,4]triazol-1-yl)-benzonitrile), Cl.FC1=CC(=C(CN)C=C1)N1N=CC=C1 (4-fluoro-2-pyrazol-1-yl-benzylamine hydrochloride). Yields the product Cl.NCC1=C(C=C(C=C1)F)N1N=CN=C1CO ([2-(2-Aminomethyl-5-fluoro-phenyl)-2H-[1,2,4]triazol-3-yl]-methanol hydrochloride). The yield is 100.0%. As a reaction SMILES: [F:1][C:2]1[CH:9]=[CH:8][C:5]([C:6]#[N:7])=[C:4]([N:10]2[C:14]([CH2:15][OH:16])=[N:13][CH:12]=[N:11]2)[CH:3]=1.[ClH:17].FC1C=CC(CN)=C(N2C=CC=N2)C=1>>[ClH:17].[NH2:7][CH2:6][C:5]1[CH:8]=[CH:9][C:2]([F:1])=[CH:3][C:4]=1[N:10]1[C:14]([CH2:15][OH:16])=[N:13][CH:12]=[N:11]1 |f:1.2,3.4|. Procedure: This compound was prepared from 4-fluoro-2-(5-hydroxymethyl-[1,2,4]triazol-1-yl)-benzonitrile by the hydrogenation method used for the preparation of 4-fluoro-2-pyrazol-1-yl-benzylamine hydrochloride. Yield: 100% (grayish green powder). HPLC rt=0.33 min. LC/MS m/z 223 (M+H). 1H NMR (DMSO-d6, 500 MHz) δ ppm 3.76 (2H, q, J=5.8 Hz, 7-NCH2), 4.55 (2H, s, 9-OCH2), 7.54–7.60 (1H, m, 5-CH), 7.62 (1H, dd, J=9, 2.6 Hz, 3-CH), 7.89 (1H, dd, J=8.7, 6.0 Hz, 6-CH), 8.26 (1H, s, 8-CH), 8.58 (3H, br.s, NH3). 1... Reaction conditions: time 5 day. Product: C(C1=CC=CC=C1)OC1C(=NC=CC1=O)C (3-benzyloxy-2-methyl-4-pyridone). Reported procedure: 28% aqueous ammonia (100 ml) and 30 ml of ethanol were added to 3-benzyloxy-2-methyl-4-pyrone (40.6 g, 0.188 mol). The mixture was stirred at room temperature for 5 days. The reaction mixture was concentrated under the reduced pressure. The precipitate was filtered, and was then washed with a minor amount of ethyl acetate to give 32.2 g of 3-benzyloxy-2-methyl-4-pyridone as a light yellow crystal. The same compound was also obtained from the filtrate (5.6 g, yield 93%). The solvent is C(C)O (ethanol). Starting materials: N (ammonia), C(C1=CC=CC=C1)OC1=C(OC=CC1=O)C (3-benzyloxy-2-methyl-4-pyrone). RXN SMILES: [NH3:1].[CH2:2]([O:9][C:10]1[C:15](=[O:16])[CH:14]=[CH:13]O[C:11]=1[CH3:17])[C:3]1[CH:8]=[CH:7][CH:6]=[CH:5][CH:4]=1>C(O)C>[CH2:2]([O:9][CH:10]1[C:15](=[O:16])[CH:14]=[CH:13][N:1]=[C:11]1[CH3:17])[C:3]1[CH:8]=[CH:7][CH:6]=[CH:5][CH:4]=1.